This data is from the Open Reaction Database (ORD), a public repository of structured organic reaction records. The task is: describe an organic reaction: reactants, conditions, products, and yield Reactants: O=C([O-])[O-], CCOC(=O)C1C2C(=O)CC(N)(C(=O)OCC)C21, CCOC(C)=O, O=C(Cl)OCc1ccccc1, Cl, [K+], [K+], C1CCOC1, O. The product is CCOC(=O)C1C2C(=O)CC(NC(=O)OCc3ccccc3)(C(=O)OCC)C21. RXN SMILES: [C:20](=[O:21])([O-:22])[O-:23].[CH2:2]([CH3:3])[O:4][C:5](=[O:6])[C:7]1([NH2:19])[CH:8]2[CH:9]([C:14](=[O:15])[O:16][CH2:17][CH3:18])[CH:10]2[C:11](=[O:13])[CH2:12]1.[CH3:42][CH2:43][O:44][C:45](=[O:46])[CH3:47].[Cl:26][C:27](=[O:28])[O:29][CH2:30][c:31]1[cH:32][cH:33][cH:34][cH:35][cH:36]1.[ClH:1].[K+:24].[K+:25].[O:37]1[CH2:38][CH2:39][CH2:40][CH2:41]1.[OH2:48]>>[CH2:2]([CH3:3])[O:4][C:5](=[O:6])[C:7]1([NH:19][C:27](=[O:28])[O:29][CH2:30][c:31]2[cH:32][cH:33][cH:34][cH:35][cH:36]2)[CH:8]2[CH:9]([C:14](=[O:15])[O:16][CH2:17][CH3:18])[CH:10]2[C:11](=[O:13])[CH2:12]1.